This data is from the Open Reaction Database (ORD), a public repository of structured organic reaction records. The task is: describe an organic reaction: reactants, conditions, products, and yield Reactants: NCC(=O)NC=1C=CC2=C(C=C(O2)C(=O)NC=2C=C3C=C(NC3=CC2)C(=O)O)C1 (5-{[5-(2-Amino-acetylamino)-benzofuran-2-carbonyl]-amino}-1H-indole-2-carboxylic acid), Cl.N1(N=CC=C1)C(=N)N (pyrazole-1-carboxamidine hydrochloride), C(C)(C)N(CC)C(C)C (diisopropylethylamine). Solvent: CN(C)C=O (DMF). Yields the product N(C(=N)N)CC(=O)NC=1C=CC2=C(C=C(O2)C(=O)NC=2C=C3C=C(NC3=CC2)C(=O)O)C1 (5-{[5-(2-guanidino-acetylamino)-benzofuran-2-carbonyl]-amino}-1H-indole-2-carboxylic acid). Reaction SMILES: [NH2:1][CH2:2][C:3]([NH:5][C:6]1[CH:7]=[CH:8][C:9]2[O:13][C:12]([C:14]([NH:16][C:17]3[CH:18]=[C:19]4[C:23](=[CH:24][CH:25]=3)[NH:22][C:21]([C:26]([OH:28])=[O:27])=[CH:20]4)=[O:15])=[CH:11][C:10]=2[CH:29]=1)=[O:4].Cl.[N:31]1([C:36](N)=[NH:37])C=CC=N1.C(N(C(C)C)CC)(C)C>CN(C=O)C>[NH:1]([CH2:2][C:3]([NH:5][C:6]1[CH:7]=[CH:8][C:9]2[O:13][C:12]([C:14]([NH:16][C:17]3[CH:18]=[C:19]4[C:23](=[CH:24][CH:25]=3)[NH:22][C:21]([C:26]([OH:28])=[O:27])=[CH:20]4)=[O:15])=[CH:11][C:10]=2[CH:29]=1)=[O:4])[C:36]([NH2:37])=[NH:31] |f:1.2|. Procedure details: 170 mg (0.05 mmol) 131 was treated overnight with 73.5 mg (0.5 mmol) pyrazole-1-carboxamidine hydrochloride and 172 μL diisopropylethylamine dissolved in 2 mL DMF. Next day the resin was drained, washed five times with DMF to give 132 which was treated immediately to cleave the compound off, as described below in Example 121.